From a dataset of the Open Reaction Database (ORD), a public repository of structured organic reaction records. describe an organic reaction: reactants, conditions, products, and yield Reactants: O=C1N(CCC1)CC(=O)OCC (ethyl 2-oxo-1-pyrrolidineacetate), CN(CCCN)C (3-(dimethylamino)propylamine). Yields the product CN(CCCNC(CN1C(CCC1)=O)=O)C (N-[3-(dimethylamino)propyl]-2-oxo-1-pyrrolidineacetamide). RXN SMILES: [O:1]=[C:2]1[CH2:6][CH2:5][CH2:4][N:3]1[CH2:7][C:8]([O:10]CC)=O.[CH3:13][N:14]([CH3:19])[CH2:15][CH2:16][CH2:17][NH2:18]>>[CH3:13][N:14]([CH3:19])[CH2:15][CH2:16][CH2:17][NH:18][C:8](=[O:10])[CH2:7][N:3]1[CH2:4][CH2:5][CH2:6][C:2]1=[O:1]. Procedure: From 12.8 g. of ethyl 2-oxo-1-pyrrolidineacetate and 15.3 g. of 3-(dimethylamino)propylamine (U.S. Pat. No. 2,459,080), following the procedure of Example 1, there is obtained N-[3-(dimethylamino)propyl]-2-oxo-1-pyrrolidineacetamide; b.p. 157°-159° C./0.15 mm. Reactants: O (water), OC1=CC=C(OC(C(=O)OC[Si](C)(C)C)C)C=C1 (trimethylsilyl-methyl 2-(4-hydroxy-phenoxy)-propionate), [OH-].[Ca+2].[OH-] (calcium hydroxide), ClC=1OC2=C(N1)C=CC(=C2)Cl (2,6-dichlorobenzoxazole). The solvent is CS(=O)C (dimethylsulphoxide), CS(=O)C (dimethylsulphoxide). Reaction conditions: temperature 40 celsius. The product is ClC1=CC2=C(N=C(O2)OC2=CC=C(OC(C(=O)OC[Si](C)(C)C)C)C=C2)C=C1 (trimethylsilyl-methyl 2-{4-[(6-chloro-2-benzoxazolyl)-oxy]-phenoxy}-propionate). Reaction SMILES: [OH:1][C:2]1[CH:18]=[CH:17][C:5]([O:6][CH:7]([CH3:16])[C:8]([O:10][CH2:11][Si:12]([CH3:15])([CH3:14])[CH3:13])=[O:9])=[CH:4][CH:3]=1.[OH-].[Ca+2].[OH-].Cl[C:23]1[O:24][C:25]2[CH:31]=[C:30]([Cl:32])[CH:29]=[CH:28][C:26]=2[N:27]=1.O>CS(C)=O>[Cl:32][C:30]1[CH:29]=[CH:28][C:26]2[N:27]=[C:23]([O:1][C:2]3[CH:3]=[CH:4][C:5]([O:6][CH:7]([CH3:16])[C:8]([O:10][CH2:11][Si:12]([CH3:14])([CH3:13])[CH3:15])=[O:9])=[CH:17][CH:18]=3)[O:24][C:25]=2[CH:31]=1 |f:1.2.3|. Procedure: A mixture of 6.7 g (0.025 mole) of the R-enantiomer of trimethylsilyl-methyl 2-(4-hydroxy-phenoxy)-propionate, 0.9 g of calcium hydroxide and 10 ml of dimethylsulphoxide is heated at 40° C. A solution of 4.7 g (0.025 mole) of 2,6-dichlorobenzoxazole in 15 ml of dimethylsulphoxide is slowly added dropwise at this temperature, with stirring. The reaction mixture is subsequently stirred at 40° C. for 2 hours and at room temperature for 16 hours. Working up is then carried out by pouring the reactio... The reactants are BrCC(=O)Br (2-bromoacetyl bromide), C(C1=CC=CC=C1)NCC (N-benzyl-N-ethylamine), C(C)(C)(C)C1=CC=C(C=C1)S(=O)(=O)NC1=C(C=CC=C1)OC (4-tert-butyl-N-(2-methoxy-phenyl)-benzenesulfonamide). Yields the product C(C1=CC=CC=C1)N(C(CN(C1=C(C=CC=C1)OC)S(=O)(=O)C1=CC=C(C=C1)C(C)(C)C)=O)CC (N-Benzyl-2-[(4-tert-butyl-benzenesulfonyl)-(2-methoxy-phenyl)-amino]-N-ethyl-acetamide). RXN SMILES: Br[CH2:2][C:3](Br)=[O:4].[CH2:6]([NH:13][CH2:14][CH3:15])[C:7]1[CH:12]=[CH:11][CH:10]=[CH:9][CH:8]=1.[C:16]([C:20]1[CH:25]=[CH:24][C:23]([S:26]([NH:29][C:30]2[CH:35]=[CH:34][CH:33]=[CH:32][C:31]=2[O:36][CH3:37])(=[O:28])=[O:27])=[CH:22][CH:21]=1)([CH3:19])([CH3:18])[CH3:17]>>[CH2:6]([N:13]([CH2:14][CH3:15])[C:3](=[O:4])[CH2:2][N:29]([S:26]([C:23]1[CH:22]=[CH:21][C:20]([C:16]([CH3:19])([CH3:18])[CH3:17])=[CH:25][CH:24]=1)(=[O:27])=[O:28])[C:30]1[CH:35]=[CH:34][CH:33]=[CH:32][C:31]=1[O:36][CH3:37])[C:7]1[CH:12]=[CH:11][CH:10]=[CH:9][CH:8]=1. Procedure details: prepared by reaction of 2-bromoacetyl bromide with N-benzyl-N-ethylamine and 4-tert-butyl-N-(2-methoxy-phenyl)-benzenesulfonamide Starting materials: [BH4-], ClCCl, COc1cc(OC2CCCCO2)ccc1C=O, CO, [Mg+2], Nc1ccc(OCCN2CCCC2)cc1, [Na+], O=S(=O)([O-])[O-]. The product is COc1cc(OC2CCCCO2)ccc1CNc1ccc(OCCN2CCCC2)cc1. Reaction SMILES: [BH4-:39].[CH2:41]([Cl:42])[Cl:43].[CH3:1][O:2][c:3]1[c:4]([CH:5]=[O:6])[cH:7][cH:8][c:9]([O:11][CH:12]2[O:13][CH2:14][CH2:15][CH2:16][CH2:17]2)[cH:10]1.[CH3:44][OH:45].[Mg+2:33].[N:18]1([CH2:23][CH2:24][O:25][c:26]2[cH:27][cH:28][c:29]([NH2:32])[cH:30][cH:31]2)[CH2:19][CH2:20][CH2:21][CH2:22]1.[Na+:40].[O-:34][S:35](=[O:36])(=[O:37])[O-:38]>>[CH3:1][O:2][c:3]1[c:4]([CH2:5][NH:32][c:29]2[cH:28][cH:27][c:26]([O:25][CH2:24][CH2:23][N:18]3[CH2:19][CH2:20][CH2:21][CH2:22]3)[cH:31][cH:30]2)[cH:7][cH:8][c:9]([O:11][CH:12]2[O:13][CH2:14][CH2:15][CH2:16][CH2:17]2)[cH:10]1.